From a dataset of the Open Reaction Database (ORD), a public repository of structured organic reaction records. describe an organic reaction: reactants, conditions, products, and yield The reactants are [BH4-], C1CCOC1, CN, CO, O=C1CCC(c2ccc3[nH]c(=O)oc3c2)CC1, [Na+]. Yields the product CNC1CCC(c2ccc3[nH]c(=O)oc3c2)CC1. As a reaction SMILES: [BH4-:20].[CH2:24]1[O:25][CH2:26][CH2:27][CH2:28]1.[CH3:18][NH2:19].[CH3:22][OH:23].[CH:1]1([c:8]2[cH:9][c:10]3[c:11]([nH:12][c:13](=[O:15])[o:14]3)[cH:16][cH:17]2)[CH2:2][CH2:3][C:4](=[O:7])[CH2:5][CH2:6]1.[Na+:21]>>[CH:1]1([c:8]2[cH:9][c:10]3[c:11]([nH:12][c:13](=[O:15])[o:14]3)[cH:16][cH:17]2)[CH2:2][CH2:3][CH:4]([NH:19][CH3:18])[CH2:5][CH2:6]1. Reactants: O=C([O-])[O-], CI, CC(C)=O, CCC(=O)c1ccc(F)c(F)c1O, [K+], [K+]. The product is CCC(=O)c1ccc(F)c(F)c1OC. Reaction SMILES: [C:14](=[O:15])([O-:16])[O-:17].[CH3:20][I:21].[CH3:22][C:23](=[O:24])[CH3:25].[F:1][c:2]1[c:3]([OH:13])[c:4]([C:9]([CH2:10][CH3:11])=[O:12])[cH:5][cH:6][c:7]1[F:8].[K+:18].[K+:19]>>[F:1][c:2]1[c:3]([O:13][CH3:14])[c:4]([C:9]([CH2:10][CH3:11])=[O:12])[cH:5][cH:6][c:7]1[F:8]. Reactants: [Na] (sodium), [H][H] (hydrogen), suspension, [H-].[Na+] (sodium hydride), CN(NC(=O)OCC1=CC=CC=C1)C(=O)OCC1=CC=CC=C1 (1-methyl-1,2-dicarbobenzoxy-hydrazine), ice water, COC(C1=CC=C(C=C1)CBr)=O (4-(bromo-methyl)-benzoic acid methyl ester). Solvent: CN(C=O)C (dimethylformamide), CN(C=O)C (dimethylformamide), CCOCC (ether), CN(C=O)C (dimethylformamide). Run at time 24 hour. Product: CN(N(C(=O)OCC1=CC=CC=C1)CC1=CC=C(C(=O)O)C=C1)C(=O)OCC1=CC=CC=C1 (4-[(2-methyl-1,2-dicarbobenzoxy-hydrazino)-methyl]-benzoic acid). RXN SMILES: [H-].[Na+].[CH3:3][N:4]([C:16]([O:18][CH2:19][C:20]1[CH:25]=[CH:24][CH:23]=[CH:22][CH:21]=1)=[O:17])[NH:5][C:6]([O:8][CH2:9][C:10]1[CH:15]=[CH:14][CH:13]=[CH:12][CH:11]=1)=[O:7].[H][H].[Na].C[O:30][C:31](=[O:40])[C:32]1[CH:37]=[CH:36][C:35]([CH2:38]Br)=[CH:34][CH:33]=1>CN(C)C=O.CCOCC>[CH3:3][N:4]([C:16]([O:18][CH2:19][C:20]1[CH:25]=[CH:24][CH:23]=[CH:22][CH:21]=1)=[O:17])[N:5]([CH2:38][C:35]1[CH:36]=[CH:37][C:32]([C:31]([OH:40])=[O:30])=[CH:33][CH:34]=1)[C:6]([O:8][CH2:9][C:10]1[CH:15]=[CH:14][CH:13]=[CH:12][CH:11]=1)=[O:7] |f:0.1,^1:27|. Reported procedure: 309 g. of a 27% suspension of sodium hydride in an inert solvent were treated with 300 ml. of dimethylformamide, and a solution of 1095 g. of 1-methyl-1,2-dicarbobenzoxy-hydrazine in dimethylformamide was added thereto. When all the material had been added and the hydrogen evolution had nearly come to a standstill, the mixture was heated for an hour at about 80° in order to carry the formation of the sodium salt to completion. A mixture of 759 g. of 4-(bromo-methyl)-benzoic acid methyl ester in ... Reactants: CC(C#CC(=O)OC)(C)C1=CC=C(C=C1)OC (4-(1,1-Dimethyl-3-methoxycarbonyl-2-propynyl)anisole), C(#N)C1(CC1)C=1C=CC(=C(C=O)C1)OC (5-(1-Cyanocyclopropyl)-2-methoxybenzaldehyde). Yields the product CC(C#CC(=O)OC)(C)C=1C=CC(=C(C=O)C1)OC (5-(1,1-Dimethyl-3-methoxycarbonyl-2-propynyl)-2-methoxybenzaldehyde). RXN SMILES: [CH3:1][C:2]([C:10]1[CH:15]=[CH:14][C:13]([O:16][CH3:17])=[CH:12][CH:11]=1)([CH3:9])[C:3]#[C:4][C:5]([O:7][CH3:8])=[O:6].C(C1(C2C=CC(OC)=C(C=2)[CH:28]=[O:29])CC1)#N>>[CH3:9][C:2]([C:10]1[CH:11]=[CH:12][C:13]([O:16][CH3:17])=[C:14]([CH:15]=1)[CH:28]=[O:29])([CH3:1])[C:3]#[C:4][C:5]([O:7][CH3:8])=[O:6]. Reported procedure: This compound was prepared from Compound 58 in the same manner of Compound 2. The reactants are BrCC1CC1, O=C([O-])[O-], CCOC(C)=O, CN(C)C=O, [Cs+], [Cs+], O, CCCc1nc(C)n(-c2ccc(O)cc2)c(=O)c1Cc1ccc(-c2ccccc2C#N)cc1. Yields the product CCCc1nc(C)n(-c2ccc(OCC3CC3)cc2)c(=O)c1Cc1ccc(-c2ccccc2C#N)cc1. As a reaction SMILES: [Br:34][CH2:35][CH:36]1[CH2:37][CH2:38]1.[C:39](=[O:40])([O-:41])[O-:42].[CH3:45][CH2:46][O:47][C:48](=[O:49])[CH3:50].[CH3:51][N:52]([CH3:53])[CH:54]=[O:55].[Cs+:43].[Cs+:44].[OH2:56].[OH:1][c:2]1[cH:3][cH:4][c:5](-[n:8]2[c:9]([CH3:33])[n:10][c:11]([CH2:30][CH2:31][CH3:32])[c:12]([CH2:15][c:16]3[cH:17][cH:18][c:19](-[c:22]4[c:23]([C:28]#[N:29])[cH:24][cH:25][cH:26][cH:27]4)[cH:20][cH:21]3)[c:13]2=[O:14])[cH:6][cH:7]1>>[O:1]([c:2]1[cH:3][cH:4][c:5](-[n:8]2[c:9]([CH3:33])[n:10][c:11]([CH2:30][CH2:31][CH3:32])[c:12]([CH2:15][c:16]3[cH:17][cH:18][c:19](-[c:22]4[c:23]([C:28]#[N:29])[cH:24][cH:25][cH:26][cH:27]4)[cH:20][cH:21]3)[c:13]2=[O:14])[cH:6][cH:7]1)[CH2:35][CH:36]1[CH2:37][CH2:38]1. The reactants are CC1(OCC(O1)CON)C (O-((2,2-dimethyl-1,3-di-oxolan-4-yl)methyl)hydroxylamine), [NH4+].[Cl-] (NH4Cl), BrC1=CC(=C(C=C1)NC=1C(=CC2=C(N=CO2)C1F)C(=O)O)Cl (5-((4-bromo-2-chlorophenyl)amino)-4-fluorobenzo[d]oxazole-6-carboxylic acid), C=1C=CC2=C(C1)N=NN2O (HOBt), CCN=C=NCCCN(C)C (EDCI). Solvent: C(Cl)Cl (CH2Cl2). Conditions: time 1 hour. Product: BrC1=CC(=C(C=C1)NC=1C(=CC2=C(N=CO2)C1F)C(=O)NOCC1OC(OC1)(C)C)Cl (5-((4-bromo-2-chlorophenyl)amino)-N-((2,2-dimethyl-1,3-dioxolan-4-yl)methoxy)-4-fluorobenzo[d]oxazole-6-carboxamide). RXN SMILES: [Br:1][C:2]1[CH:7]=[CH:6][C:5]([NH:8][C:9]2[C:10]([C:19]([OH:21])=O)=[CH:11][C:12]3[O:16][CH:15]=[N:14][C:13]=3[C:17]=2[F:18])=[C:4]([Cl:22])[CH:3]=1.C1C=CC2N(O)N=NC=2C=1.CCN=C=NCCCN(C)C.[CH3:44][C:45]1([CH3:53])[O:49][CH:48]([CH2:50][O:51][NH2:52])[CH2:47][O:46]1.[NH4+].[Cl-]>C(Cl)Cl>[Br:1][C:2]1[CH:7]=[CH:6][C:5]([NH:8][C:9]2[C:10]([C:19]([NH:52][O:51][CH2:50][CH:48]3[CH2:47][O:46][C:45]([CH3:53])([CH3:44])[O:49]3)=[O:21])=[CH:11][C:12]3[O:16][CH:15]=[N:14][C:13]=3[C:17]=2[F:18])=[C:4]([Cl:22])[CH:3]=1 |f:4.5|. Procedure: To a solution of 5-((4-bromo-2-chlorophenyl)amino)-4-fluorobenzo[d]oxazole-6-carboxylic acid (463 mg, 1.20 mmol) in CH2Cl2 (10 mL) was added HOBt (254 mg, 1.63 mmol) followed by EDCI (314 mg, 1.63 mmol). The mixture was stirred for 1 h and O-((2,2-dimethyl-1,3-di-oxolan-4-yl)methyl)hydroxylamine (238 mg, 1.62 mmol) was added. After stirring for 4 h at ambient temperature, the reaction was treated with saturated NH4Cl (aq.). The resultant mixture was extracted with CH2Cl2 (30 mL×3). The combined ... Reactants: FC(CCC(NC1=CC=C(C=C1)OCC(F)(F)F)=N)(F)F (4,4,4-trifluoro-N-[4-(2,2,2-trifluoroethoxy)phenyl]butanimidamide), C(CC(=O)OCC)(=O)OCC (diethyl malonate), C[O-].[Na+] (sodium methoxide). Run in COCCO (2-methoxyethanol). Yields the product OC1=CC(N(C(=N1)CCC(F)(F)F)C1=CC=C(C=C1)OCC(F)(F)F)=O (6-hydroxy-3-[4-(2,2,2-trifluoroethoxy)phenyl]-2-(3,3,3-trifluoropropyl)pyrimidin-4(3H)-one). Reaction SMILES: [F:1][C:2]([F:21])([F:20])[CH2:3][CH2:4][C:5](=[NH:19])[NH:6][C:7]1[CH:12]=[CH:11][C:10]([O:13][CH2:14][C:15]([F:18])([F:17])[F:16])=[CH:9][CH:8]=1.[C:22](OCC)(=[O:29])[CH2:23][C:24](OCC)=[O:25].C[O-].[Na+]>COCCO>[OH:29][C:22]1[N:19]=[C:5]([CH2:4][CH2:3][C:2]([F:20])([F:21])[F:1])[N:6]([C:7]2[CH:8]=[CH:9][C:10]([O:13][CH2:14][C:15]([F:17])([F:18])[F:16])=[CH:11][CH:12]=2)[C:24](=[O:25])[CH:23]=1 |f:2.3|. Reported procedure: A mixture of 4,4,4-trifluoro-N-[4-(2,2,2-trifluoroethoxy)phenyl]butanimidamide (20.9 g), diethyl malonate (20.2 mL), sodium methoxide (10.8 g) and 2-methoxyethanol (400 mL) was heated under reflux overnight, and the reaction mixture was concentrated under reduced pressure. Similarly, a mixture of 4,4,4-trifluoro-N-[4-(2,2,2-trifluoroethoxy)phenyl]butanimidamide (22.6 g), diethyl malonate (21.8 mL), sodium methoxide (11.7 g) and 2-methoxyethanol (400 mL) was heated under reflux overnight, and the... Starting materials: COc1ccc(CC2CCCN2Cc2ccccc2)cc1OC, CCO. The product is COc1ccc(CC2CCCN2)cc1OC. As a reaction SMILES: [CH2:1]([c:2]1[cH:3][cH:4][cH:5][cH:6][cH:7]1)[N:8]1[CH:9]([CH2:13][c:14]2[cH:15][c:16]([O:22][CH3:23])[c:17]([O:20][CH3:21])[cH:18][cH:19]2)[CH2:10][CH2:11][CH2:12]1.[CH3:24][CH2:25][OH:26]>>[NH:8]1[CH:9]([CH2:13][c:14]2[cH:15][c:16]([O:22][CH3:23])[c:17]([O:20][CH3:21])[cH:18][cH:19]2)[CH2:10][CH2:11][CH2:12]1.